From a dataset of the Open Reaction Database (ORD), a public repository of structured organic reaction records. describe an organic reaction: reactants, conditions, products, and yield Reaction conditions: time 30 minute. Reactants: [C-]#N.[K+] (potassium cyanide), Cl (hydrochloric acid), C(C1=CC=CC=C1)N1C(CN(CC1)CC1=CC=CC=C1)C=O (1,4-dibenzyl-2-formylpiperazine). Solvent: O1CCCC1 (tetrahydrofuran), O (water), O (water). Procedure details: To a solution of 5.2 g of crude 1,4-dibenzyl-2-formylpiperazine in a mixture of 30 ml of tetrahydrofuran and 10 ml of water are added 2.2 g (33.8 mmoles) of potassium cyanide and 3.4 ml of concentrated hydrochloric acid under ice-cooling, and the mixture is stirred for 30 minutes, mixed with water and extracted with chloroform. The extract is washed with water, dried over magnesium sulfate and evaporated under reduced pressure to yield 5.70 g of crude oily 2-hydroxy-2-(1,4-dibenzylpiperazin-2-yl... The yield is 100.4%. Yields the product OC(C#N)C1N(CCN(C1)CC1=CC=CC=C1)CC1=CC=CC=C1 (2-hydroxy-2-(1,4-dibenzylpiperazin-2-yl)acetonitrile). Reaction SMILES: [CH2:1]([N:8]1[CH2:13][CH2:12][N:11]([CH2:14][C:15]2[CH:20]=[CH:19][CH:18]=[CH:17][CH:16]=2)[CH2:10][CH:9]1[CH:21]=[O:22])[C:2]1[CH:7]=[CH:6][CH:5]=[CH:4][CH:3]=1.[C-:23]#[N:24].[K+].Cl>O1CCCC1.O>[OH:22][CH:21]([CH:9]1[CH2:10][N:11]([CH2:14][C:15]2[CH:20]=[CH:19][CH:18]=[CH:17][CH:16]=2)[CH2:12][CH2:13][N:8]1[CH2:1][C:2]1[CH:3]=[CH:4][CH:5]=[CH:6][CH:7]=1)[C:23]#[N:24] |f:1.2|.